This data is from the Open Reaction Database (ORD), a public repository of structured organic reaction records. The task is: describe an organic reaction: reactants, conditions, products, and yield Reactants: BrC1=CC=C(N)C=C1 (4-bromoaniline), ClC(C(=O)OC)=O (methyl chlorooxoacetate). Product: COC(C(=O)NC1=CC=C(C=C1)Br)=O (2-(4-bromoanilino)-2-oxoacetic acid methyl ester). As a reaction SMILES: [Br:1][C:2]1[CH:8]=[CH:7][C:5]([NH2:6])=[CH:4][CH:3]=1.Cl[C:10](=[O:15])[C:11]([O:13][CH3:14])=[O:12]>>[CH3:14][O:13][C:11](=[O:12])[C:10]([NH:6][C:5]1[CH:7]=[CH:8][C:2]([Br:1])=[CH:3][CH:4]=1)=[O:15]. Reported procedure: In a manner similar to that employed in Referential Example 242, the title compound was prepared from 4-bromoaniline and methyl chlorooxoacetate.